From a dataset of the Open Reaction Database (ORD), a public repository of structured organic reaction records. describe an organic reaction: reactants, conditions, products, and yield Reactants: COC(=O)c1c(N)c([N+](=O)[O-])cc(B2OC(C)(C)C(C)(C)O2)c1F, Cn1ccc(OS(=O)(=O)C(F)(F)F)cc1=O, COCCOC, [Cl-], [Li+], [Na+], [Na+], O=C([O-])[O-]. Yields the product COC(=O)c1c(N)c([N+](=O)[O-])cc(-c2ccn(C)c(=O)c2)c1F. RXN SMILES: [CH3:1][O:2][C:3]([c:4]1[c:5]([NH2:23])[c:6]([N+:20](=[O:21])[O-:22])[cH:7][c:8]([B:11]2[O:12][C:13]([CH3:14])([CH3:15])[C:16]([CH3:17])([CH3:18])[O:19]2)[c:9]1[F:10])=[O:24].[CH3:25][n:26]1[c:27](=[O:40])[cH:28][c:29]([O:32][S:33]([C:34]([F:35])([F:36])[F:37])(=[O:38])=[O:39])[cH:30][cH:31]1.[CH3:49][O:50][CH2:51][CH2:52][O:53][CH3:54].[Cl-:42].[Li+:41].[Na+:43].[Na+:44].[O-:45][C:46](=[O:47])[O-:48]>>[CH3:1][O:2][C:3]([c:4]1[c:5]([NH2:23])[c:6]([N+:20](=[O:21])[O-:22])[cH:7][c:8](-[c:29]2[cH:28][c:27](=[O:40])[n:26]([CH3:25])[cH:31][cH:30]2)[c:9]1[F:10])=[O:24]. Reactants: CCCCCCCN, Cc1ccccc1, O=C(O)CCCCSc1nc(-c2ccccc2)c(-c2ccccc2)[nH]1. Product: CCCCCCCNC(=O)CCCCSc1nc(-c2ccccc2)c(-c2ccccc2)[nH]1. Reaction SMILES: [CH2:26]([CH2:27][CH2:28][CH2:29][CH2:30][CH2:31][CH3:32])[NH2:33].[CH3:34][c:35]1[cH:36][cH:37][cH:38][cH:39][cH:40]1.[c:1]1(-[c:7]2[n:8][c:9]([S:18][CH2:19][CH2:20][CH2:21][CH2:22][C:23](=[O:24])[OH:25])[nH:10][c:11]2-[c:12]2[cH:13][cH:14][cH:15][cH:16][cH:17]2)[cH:2][cH:3][cH:4][cH:5][cH:6]1>>[c:1]1(-[c:7]2[n:8][c:9]([S:18][CH2:19][CH2:20][CH2:21][CH2:22][C:23](=[O:25])[NH:33][CH2:26][CH2:27][CH2:28][CH2:29][CH2:30][CH2:31][CH3:32])[nH:10][c:11]2-[c:12]2[cH:13][cH:14][cH:15][cH:16][cH:17]2)[cH:2][cH:3][cH:4][cH:5][cH:6]1.